Dataset: the Open Reaction Database (ORD), a public repository of structured organic reaction records. Task: describe an organic reaction: reactants, conditions, products, and yield Starting materials: crude residue, C(#N)CC1(CCC(CC1)O)N1N=C(C(=C1)C(=O)N)NC1=CC=C(C=C1)F (1-[1-(cyanomethyl)-4-hydroxycyclohexyl]-3-[(4-fluorophenyl)amino]-1H-pyrazole-4-carboxamide), TEA, CS(=O)(=O)Cl (methanesulfonyl chloride), [N-]=[N+]=[N-].[Na+] (NaN3). Solvent: CN(C)C=O (DMF), C(Cl)Cl (DCM), C(=O)(O)[O-].[Na+] (NaHCO3), O (H2O). Reaction conditions: time 10 minute. The product is N(=[N+]=[N-])C1CCC(CC1)(CC#N)N1N=C(C(=C1)C(=O)N)NC1=CC=C(C=C1)F (1-[4-Azido-1-(cyanomethyl)cyclohexyl]-3-[(4-fluorophenyl)amino]-1H-pyrazole-4-carboxamide). RXN SMILES: [C:1]([CH2:3][C:4]1([N:11]2[CH:15]=[C:14]([C:16]([NH2:18])=[O:17])[C:13]([NH:19][C:20]3[CH:25]=[CH:24][C:23]([F:26])=[CH:22][CH:21]=3)=[N:12]2)[CH2:9][CH2:8][CH:7](O)[CH2:6][CH2:5]1)#[N:2].CS(Cl)(=O)=O.[N-:32]=[N+:33]=[N-:34].[Na+]>C(Cl)Cl.C([O-])(O)=O.[Na+].CN(C=O)C.O>[N:32]([CH:7]1[CH2:6][CH2:5][C:4]([N:11]2[CH:15]=[C:14]([C:16]([NH2:18])=[O:17])[C:13]([NH:19][C:20]3[CH:21]=[CH:22][C:23]([F:26])=[CH:24][CH:25]=3)=[N:12]2)([CH2:3][C:1]#[N:2])[CH2:9][CH2:8]1)=[N+:33]=[N-:34] |f:2.3,5.6|. Procedure details: To a solution of 1-[1-(cyanomethyl)-4-hydroxycyclohexyl]-3-[(4-fluorophenyl)amino]-1H-pyrazole-4-carboxamide (75 mg, 0.21 mmol) in DCM (2 mL) at ambient temperature was added TEA (0.059 mL, 0.42 mmol), and methanesulfonyl chloride (0.020 mL, 0.25 mmol). The mixture was stirred at ambient temperature for 10 minutes. The mixture was diluted with saturated aqueous NaHCO3, and extracted with EtOAc. The organic layer was separated, washed with brine, dried over anhydrous MgSO4 and concentrated in vac... The reactants are ClC=1C=C2C(=NC1)N(C=C2C2=NC=C(C(=N2)NC2CC(CCC2)OC)F)S(=O)(=O)C2=CC=C(C=C2)C (2-[5-chloro-1-(p-tolylsulfonyl)pyrrolo[2,3-b]pyridin-3-yl]-5-fluoro-N-(3-methoxycyclohexyl)pyrimidin-4-amine), ClC=1C=C2C(=NC1)N(C=C2C2=NC=C(C(=N2)N[C@@H]2CC(CCC2)OC)F)S(=O)(=O)C2=CC=C(C)C=C2 (2-(5-chloro-1-tosyl-1H-pyrrolo[2,3-b]pyridin-3-yl)-5-fluoro-N-((1S)-3-methoxycyclohexyl)pyrimidin-4-amine), C(C)(=O)OCC (ethyl acetate). The reagents and catalysts are C[O-].[Na+] (NaOMe). The solvent is C1CCOC1 (THF), [Cl-].[Na+].O (brine). Reaction conditions: time 20 minute. Product: ClC=1C=C2C(=NC1)NC=C2C2=NC=C(C(=N2)N[C@@H]2CC(CCC2)OC)F (2-(5-chloro-1H-pyrrolo[2,3-b]pyridin-3-yl)-5-fluoro-N-((1S)-3-methoxycyclohexyl)pyrimidin-4-amine). RXN SMILES: [Cl:1][C:2]1[CH:3]=[C:4]2[C:10]([C:11]3[N:16]=[C:15]([NH:17][CH:18]4[CH2:23][CH2:22][CH2:21][CH:20]([O:24][CH3:25])[CH2:19]4)[C:14]([F:26])=[CH:13][N:12]=3)=[CH:9][N:8](S(C3C=CC(C)=CC=3)(=O)=O)[C:5]2=[N:6][CH:7]=1.ClC1C=C2C(C3N=C(N[C@H]4CCCC(OC)C4)C(F)=CN=3)=CN(S(C3C=CC(C)=CC=3)(=O)=O)C2=NC=1.C(OCC)(=O)C>C1COCC1.C[O-].[Na+].[Cl-].[Na+].O>[Cl:1][C:2]1[CH:3]=[C:4]2[C:10]([C:11]3[N:16]=[C:15]([NH:17][C@H:18]4[CH2:23][CH2:22][CH2:21][CH:20]([O:24][CH3:25])[CH2:19]4)[C:14]([F:26])=[CH:13][N:12]=3)=[CH:9][NH:8][C:5]2=[N:6][CH:7]=1 |f:4.5,6.7.8|. Procedure: To a solution of 2-[5-chloro-1-(p-tolylsulfonyl)pyrrolo[2,3-b]pyridin-3-yl]-5-fluoro-N-(3-methoxycyclohexyl)pyrimidin-4-amine, 27b, (0.08 g, 0.15 mmol) in THF were added a few drops of NaOMe. The reaction mixture was stirred at room temperature for 20 min. To the reaction mixture was added ethyl acetate and brine. The organic phase was separated, dried (MgSO4), filtered and concentrated in vacuo. The residue was dissolved in CH3CN/H2O and the mixture was purified by preparatory HPLC to afford 23... Yield: 65.7%. The product is FC1=C(C=CC=C1)C=1N=NN2C1N=C(C1=CC=CC=C21)N2CCC(CC2)OC (3-(2-fluorophenyl)-5-(4-methoxypiperidin-1-yl)-[1,2,3]triazolo[1,5-α]quinazoline). Reaction SMILES: [H-].[Na+].[F:3][C:4]1[CH:9]=[CH:8][CH:7]=[CH:6][C:5]=1[C:10]1[N:11]=[N:12][N:13]2[C:22]3[C:17](=[CH:18][CH:19]=[CH:20][CH:21]=3)[C:16]([N:23]3[CH2:28][CH2:27][CH:26]([OH:29])[CH2:25][CH2:24]3)=[N:15][C:14]=12.[CH3:30]I>CN(C)C(=O)C.O>[F:3][C:4]1[CH:9]=[CH:8][CH:7]=[CH:6][C:5]=1[C:10]1[N:11]=[N:12][N:13]2[C:22]3[C:17](=[CH:18][CH:19]=[CH:20][CH:21]=3)[C:16]([N:23]3[CH2:24][CH2:25][CH:26]([O:29][CH3:30])[CH2:27][CH2:28]3)=[N:15][C:14]=12 |f:0.1|. Reported procedure: Sodium hydride (60% dispersion in oil) (0.044 g, 1.10 mmol) was added to a solution of 3-(2-fluorophenyl)-5-(4-hydroxypiperidin-1-yl)-[1,2,3]triazolo[1,5-α]quinazoline (Example 9) (10 g, 0.27 mmol) in N,N-dimethylacetamide (4 ml). The mixture was stirred for 30 min before addition of methyl iodide (0.17 ml, 2.8 mmol) and then stirred for a further 18 h. The mixture was diluted with water (20 ml) and extracted with CH2Cl2 (2×50 ml). The combined organic extracts were washed with brine (20 ml), dr... Run in O (water), CN(C(C)=O)C (N,N-dimethylacetamide). The reactants are [H-].[Na+] (Sodium hydride), FC1=C(C=CC=C1)C=1N=NN2C1N=C(C1=CC=CC=C21)N2CCC(CC2)O (3-(2-Fluorophenyl)-5-(4-hydroxypiperidin-1-yl)-[1,2,3]triazolo[1,5-α]quinazoline), CI (methyl iodide). Reaction conditions: time 18 hour. Starting materials: CN(C1=C(N)C=CC(=C1)OC(F)(F)F)C (2-dimethylamino-4-trifluoromethoxyaniline), Cl (hydrogen chloride), C1(=C(C(=C(C(=C1F)F)F)N)F)N.Cl.Cl (dihydrochloride), [S-]C#N.[K+] (potassium thiocyanate), [OH-].[Na+] (sodium hydroxide). The solvent is O (water), C(C)OCC (ethyl ether), BrBr (bromine), C(C)(=O)O (acetic acid). Yields the product CN(C1=CC(=CC2=C1N=C(S2)N)OC(F)(F)F)C (4-Dimethylamino-6-trifluoromethoxy-2-benzothiazolamine). Yield: 27.8%. As a reaction SMILES: [CH3:1][N:2]([CH3:15])[C:3]1[CH:9]=[C:8]([O:10][C:11]([F:14])([F:13])[F:12])[CH:7]=[CH:6][C:4]=1[NH2:5].[S-:16][C:17]#[N:18].[K+].[OH-].[Na+].Cl.C1(N)C(F)=C(F)C(F)=C(N)C=1F.Cl.Cl>C(O)(=O)C.BrBr.C(OCC)C.O>[CH3:1][N:2]([CH3:15])[C:3]1[C:4]2[N:5]=[C:17]([NH2:18])[S:16][C:6]=2[CH:7]=[C:8]([O:10][C:11]([F:12])([F:13])[F:14])[CH:9]=1 |f:1.2,3.4,6.7.8|. Procedure: The procedure is as in Example 1, starting with 2-dimethylamino-4-trifluoromethoxyaniline (2 g), potassium thiocyanate (3.5 g) dissolved in acetic acid (30 cc) and bromine (1.45 g; 0.47 cc). Stirring is maintained for 12 hours at this temperature. The mixture is evaporated to dryness at 80° C. under reduced pressure (20 mm Hg; 2.7 kPa). The residue obtained is taken up with water (100 cc) and the pH is brought to 9-10 with concentrated sodium hydroxide (10N). After extraction with ethyl acetate ... Reactants: [Br-], C1CCOC1, Cn1cncc1C=O, [Mg+]c1ccc(OC2CCCCO2)cc1. The product is Cn1cncc1C(O)c1ccc(OC2CCCCO2)cc1. RXN SMILES: [Br-:1].[CH2:24]1[O:25][CH2:26][CH2:27][CH2:28]1.[CH3:16][n:17]1[cH:18][n:19][cH:20][c:21]1[CH:22]=[O:23].[O:2]1[CH:3]([O:8][c:9]2[cH:10][cH:11][c:12]([Mg+:15])[cH:13][cH:14]2)[CH2:4][CH2:5][CH2:6][CH2:7]1>>[O:2]1[CH:3]([O:8][c:9]2[cH:10][cH:11][c:12]([CH:22]([c:21]3[n:17]([CH3:16])[cH:18][n:19][cH:20]3)[OH:23])[cH:13][cH:14]2)[CH2:4][CH2:5][CH2:6][CH2:7]1. Reactants: CC(C)(C)OC(=O)Nc1ccc(Cc2cc(Cl)ncn2)cc1, [N-]=[N+]=[N-], [Na+], CN(C)C=O. Yields the product CC(C)(C)OC(=O)Nc1ccc(Cc2cc(N=[N+]=[N-])ncn2)cc1. As a reaction SMILES: [C:1]([CH3:2])([CH3:3])([CH3:4])[O:5][C:6]([NH:7][c:8]1[cH:9][cH:10][c:11]([CH2:14][c:15]2[n:16][cH:17][n:18][c:19]([Cl:21])[cH:20]2)[cH:12][cH:13]1)=[O:22].[N-:24]=[N+:25]=[N-:26].[Na+:23].[O:27]=[CH:28][N:29]([CH3:30])[CH3:31]>>[C:1]([CH3:2])([CH3:3])([CH3:4])[O:5][C:6]([NH:7][c:8]1[cH:9][cH:10][c:11]([CH2:14][c:15]2[n:16][cH:17][n:18][c:19]([N:24]=[N+:25]=[N-:26])[cH:20]2)[cH:12][cH:13]1)=[O:22]. The reactants are O (water), CS(=O)(=O)[O-] (methanesulfonate), CNCCN1C(NCC1)=O (2-(methylamino)ethyl-2-imidazolidinone), CO3, ClC=1C=C2C(=CN(C2=CC1)C1=CC=C(C=C1)F)OCCO (2-[5-chloro-1-(4-fluorophenyl)-3-1H-indolyloxy]ethanol), CS(=O)(=O)Cl (methanesulfonyl chloride), CS(=O)(=O)[O-] (methanesulfonate), ClC=1C=C2C(=CN(C2=CC1)C1=CC=C(C=C1)F)OCCO (2-[5-Chloro-1-(4-fluorophenyl)-3-1H-indolyloxy]ethanol). Solvent: C(C(C)C)C(=O)C (methyl isobutyl ketone), ClCCl (dichloromethane), ClCCl (dichloromethane), C(C)N(CC)CC (triethylamine). Run at time 3 hour. Yields the product C(\C=C/C(=O)O)(=O)O.ClC=1C=C2C(=CN(C2=CC1)C1=CC=C(C=C1)F)OCCN(CCN1C(NCC1)=O)C (1-[2-[[2-[5-chloro-1-(4-fluorophenyl)-3-1H-indolyloxy]ethyl]methylamino]ethyl]-2-imidazolidinone Maleate). The yield is 61.0%. RXN SMILES: [Cl:1][C:2]1[CH:3]=[C:4]2[C:8](=[CH:9][CH:10]=1)[N:7]([C:11]1[CH:16]=[CH:15][C:14]([F:17])=[CH:13][CH:12]=1)[CH:6]=[C:5]2[O:18][CH2:19]CO.CS(Cl)(=O)=O.[CH3:27]S([O-])(=O)=[O:29].[CH3:32][NH:33][CH2:34][CH2:35][N:36]1[CH2:40][CH2:39][NH:38][C:37]1=[O:41].[OH2:42]>ClCCl.C(C(C)=O)C(C)C.C(N(CC)CC)C>[C:37]([OH:41])(=[O:29])/[CH:3]=[CH:4]\[C:5]([OH:18])=[O:42].[Cl:1][C:2]1[CH:3]=[C:4]2[C:8](=[CH:9][CH:10]=1)[N:7]([C:11]1[CH:16]=[CH:15][C:14]([F:17])=[CH:13][CH:12]=1)[CH:6]=[C:5]2[O:18][CH2:19][CH2:32][N:33]([CH3:27])[CH2:34][CH2:35][N:36]1[CH2:40][CH2:39][NH:38][C:37]1=[O:41] |f:8.9|. Reported procedure: To a solution of 2-[5-chloro-1-(4-fluorophenyl)-3-1H-indolyloxy]ethanol (2a) (4.8, 0.016 mol) and triethylamine (5 mL) in dichloromethane (50 mL), a solution of methanesulfonyl chloride (1.9 mL, 0.025 mol) in dichloromethane (16 mL) was added at 0°-5° C. over 0.5 h. After stirring for 3 h at room temperature the reaction mixture was washed with water (2×100 mL), dried (Na2SO4) and the solvents were evaporated in vacuo. Excess of methanesulfonyl chloride was removed by concentrating the remaining...